Dataset: the Open Reaction Database (ORD), a public repository of structured organic reaction records. Task: describe an organic reaction: reactants, conditions, products, and yield The reactants are N (ammonia), P(=O)([O-])([O-])[O-].[B+3] (boron phosphate), OC1=CC=C(C(=O)OCC)C=C1 (Ethyl p-hydroxybenzoate), N (ammonia), OC1=CC=C(C(=O)OCC)C=C1 (ethyl p-hydroxybenzoate). Reagents/catalysts: supported catalyst. Reaction conditions: time 10 second. Product: OC1=CC=C(C#N)C=C1 (p-hydroxybenzonitrile), OC1=CC=C(C(=O)OCC)C=C1 (ethyl p-hydroxybenzoate). RXN SMILES: P([O-])([O-])([O-])=O.[B+3].[OH:7][C:8]1[CH:18]=[CH:17][C:11]([C:12]([O:14][CH2:15][CH3:16])=[O:13])=[CH:10][CH:9]=1.[NH3:19]>>[OH:7][C:8]1[CH:18]=[CH:17][C:11]([C:12]#[N:19])=[CH:10][CH:9]=1.[OH:7][C:8]1[CH:9]=[CH:10][C:11]([C:12]([O:14][CH2:15][CH3:16])=[O:13])=[CH:17][CH:18]=1 |f:0.1|. Procedure details: A reaction tube having an inside diameter of 5 cm was filled with 440 g of a supported catalyst containing 3.85% by weight of boron phosphate (P2O5 /B2O3 mole ratio being 1) deposited on silica pellets having a pore diameter of about 0.05 micron as a carrier. Ethyl p-hydroxybenzoate and ammonia were introduced into the reaction tube at a rate of 39.5 g/hr and 323.7 g/hr respectively, and reacted in the vapor phase at 400° C. The ratio of ammonia to ethyl p-hydroxybenzoate in the gaseous mixture ... The reactants are C(C)(C)(C)OC(=O)N[C@@H](CC(=O)N1[C@@H](C(NC[C@@H](C1)C)=O)C)CC1=C(C=C(C(=C1)F)F)F ((3R,6S)-4-[(3R)-3-[(tert-Butoxycarbonyl)amino]-4-(2,4,5-trifluorophenyl)butanoyl]hexahydro-3,6dimethyl-2H-1,4-diazepin-2-one), Cl (hydrogen chloride). The solvent is O1CCOCC1 (dioxane). Yields the product Cl.N[C@@H](CC(=O)N1[C@@H](C(NC[C@@H](C1)C)=O)C)CC1=C(C=C(C(=C1)F)F)F ((3R,6S)-4-[(3R)-3-Amino-4-(2,4,5-trifluorophenyl)butanoyl]hexahydro-3,6-dimethyl-2H-1,4-diazepin-2-one hydrochloride). As a reaction SMILES: C(OC([NH:8][C@H:9]([CH2:23][C:24]1[CH:29]=[C:28]([F:30])[C:27]([F:31])=[CH:26][C:25]=1[F:32])[CH2:10][C:11]([N:13]1[CH2:19][C@@H:18]([CH3:20])[CH2:17][NH:16][C:15](=[O:21])[C@H:14]1[CH3:22])=[O:12])=O)(C)(C)C.[ClH:33]>O1CCOCC1>[ClH:33].[NH2:8][C@H:9]([CH2:23][C:24]1[CH:29]=[C:28]([F:30])[C:27]([F:31])=[CH:26][C:25]=1[F:32])[CH2:10][C:11]([N:13]1[CH2:19][C@@H:18]([CH3:20])[CH2:17][NH:16][C:15](=[O:21])[C@H:14]1[CH3:22])=[O:12] |f:3.4|. Procedure details: (3R,6S)-4-[(3R)-3-[(tert-Butoxycarbonyl)amino]-4-(2,4,5-trifluorophenyl)butanoyl]hexahydro-3,6dimethyl-2H-1,4-diazepin-2-one (135 mg, 0.3 mmol) was treated with 4N hydrogen chloride in dioxane (2 mL) at room temperature for 2 hr. The solvent was removed under a stream of nitrogen, and the crude product was purified on preparative TLC plates (silica, 10% 2N ammonia/methanol in dichloromethane) to yield the title compound as white solid. MS (M+1): 358.2. The reactants are BrC=1C=C(C=C(C1)C)OC (5-bromo-3-methoxytoluene), BrN1C(CCC1=O)=O (N-bromosuccinimide), C(C1=CC=CC=C1)(=O)OOC(C1=CC=CC=C1)=O (dibenzoyl peroxide). Run in C(Cl)(Cl)(Cl)Cl (carbon tetrachloride). Product: BrC=1C=C(C=C(CBr)C1)OC (5-bromo-3-methoxybenzyl bromide). Reaction SMILES: [Br:1][C:2]1[CH:3]=[C:4]([O:9][CH3:10])[CH:5]=[C:6]([CH3:8])[CH:7]=1.[Br:11]N1C(=O)CCC1=O.C(OOC(=O)C1C=CC=CC=1)(=O)C1C=CC=CC=1>C(Cl)(Cl)(Cl)Cl>[Br:1][C:2]1[CH:3]=[C:4]([O:9][CH3:10])[CH:5]=[C:6]([CH:7]=1)[CH2:8][Br:11]. Procedure: A mixture of 5-bromo-3-methoxytoluene (20 g, 0.1 m), N-bromosuccinimide (17.8 g, 0.1 m) and dibenzoyl peroxide in carbon tetrachloride (200 ml) is heated to reflux and irradiated with a sunlamp. The mixture is cooled, filtered and concentrated in vacuo to give 5-bromo-3-methoxybenzyl bromide. The reactants are COC(=O)COc1ccc(CC(C)NCC(O)c2csc(C)n2)cc1, CO, N, O. The product is Cc1nc(C(O)CNC(C)Cc2ccc(OCC(N)=O)cc2)cs1. As a reaction SMILES: [C:1](=[O:2])([O:3][CH3:4])[CH2:5][O:6][c:7]1[cH:8][cH:9][c:10]([CH2:13][CH:14]([CH3:15])[NH:16][CH2:17][CH:18]([c:19]2[n:20][c:21]([CH3:24])[s:22][cH:23]2)[OH:25])[cH:11][cH:12]1.[CH3:27][OH:28].[NH3:26].[OH2:29]>>[C:1](=[O:2])([CH2:5][O:6][c:7]1[cH:8][cH:9][c:10]([CH2:13][CH:14]([CH3:15])[NH:16][CH2:17][CH:18]([c:19]2[n:20][c:21]([CH3:24])[s:22][cH:23]2)[OH:25])[cH:11][cH:12]1)[NH2:26]. Reactants: FC1=C(C=C(C=C1)Cl)[N+](=O)[O-] (2-Fluoro-5-Chloro Nitro benzene), C(C)(=O)NC1=CC=C(C=C1)O (4-Acetamidophenol), C([O-])([O-])=O.[Cs+].[Cs+] (cesium carbonate). The solvent is CS(=O)C (DMSO), C(C)(=O)OCC (ethyl acetate). Run at temperature 90 celsius. Yields the product ClC1=CC(=C(OC2=CC=C(C=C2)NC(C)=O)C=C1)[N+](=O)[O-] (N-[4-(4-Chloro-2-nitro-phenoxy)-phenyl]-acetamide). The yield is 81.2%. Reaction SMILES: F[C:2]1[CH:7]=[CH:6][C:5]([Cl:8])=[CH:4][C:3]=1[N+:9]([O-:11])=[O:10].[C:12]([NH:15][C:16]1[CH:21]=[CH:20][C:19]([OH:22])=[CH:18][CH:17]=1)(=[O:14])[CH3:13].C(=O)([O-])[O-].[Cs+].[Cs+]>CS(C)=O.C(OCC)(=O)C>[Cl:8][C:5]1[CH:6]=[CH:7][C:2]([O:22][C:19]2[CH:18]=[CH:17][C:16]([NH:15][C:12](=[O:14])[CH3:13])=[CH:21][CH:20]=2)=[C:3]([N+:9]([O-:11])=[O:10])[CH:4]=1 |f:2.3.4|. Procedure details: A mixture of 2-Fluoro-5-Chloro Nitro benzene (0.5 g, 2.85 mmol), 4-Acetamidophenol (0.45 g, 3.00 mmol) and cesium carbonate (0.98 g, 3.00 mmol) in DMSO (5 mL) was heated 6 hr at 90° C. The mixture was cooled, diluted with ethyl acetate (100 mL) and the organic layer washed with water, 20% aqueous potassium hydroxide solution and aqueous 10% sodium chloride solution, then dried over anhydrous sodium sulfate. The drying agent was filtered and the solvent concentrated under vacuum leaving the title... The product is COC(=O)C1COC(c2ccc(F)cc2)=N1. Reactants: COC(=O)C(CO)NC(=O)c1ccc(F)cc1, C1CCOC1, c1ccc(P(c2ccccc2)c2ccccc2)cc1. Reaction SMILES: [F:1][c:2]1[cH:3][cH:4][c:5]([C:8](=[O:9])[NH:10][CH:11]([C:12](=[O:13])[O:14][CH3:15])[CH2:16][OH:17])[cH:6][cH:7]1.[O:37]1[CH2:38][CH2:39][CH2:40][CH2:41]1.[c:18]1([P:19]([c:20]2[cH:21][cH:22][cH:23][cH:24][cH:25]2)[c:26]2[cH:27][cH:28][cH:29][cH:30][cH:31]2)[cH:32][cH:33][cH:34][cH:35][cH:36]1>>[F:1][c:2]1[cH:3][cH:4][c:5]([C:8]2=[N:10][CH:11]([C:12](=[O:13])[O:14][CH3:15])[CH2:16][O:17]2)[cH:6][cH:7]1.